This data is from the Open Reaction Database (ORD), a public repository of structured organic reaction records. The task is: describe an organic reaction: reactants, conditions, products, and yield Starting materials: C(C)(=O)OC(C)=O (Acetic anhydride), FC1=CC(=C(N)C=C1)C (4-fluoro-2-methylaniline). Run in C(Cl)(Cl)Cl (chloroform). The product is FC1=CC(=C(C=C1)NC(C)=O)C (N-(4-Fluoro-2-methylphenyl)acetamide). Isolated yield 99.8%. Reaction SMILES: C(O[C:5](=[O:7])[CH3:6])(=O)C.[F:8][C:9]1[CH:15]=[CH:14][C:12]([NH2:13])=[C:11]([CH3:16])[CH:10]=1>C(Cl)(Cl)Cl>[F:8][C:9]1[CH:15]=[CH:14][C:12]([NH:13][C:5](=[O:7])[CH3:6])=[C:11]([CH3:16])[CH:10]=1. Reported procedure: Acetic anhydride (17.7 ml, 0.19 mol) was dropwise added to 4-fluoro-2-methylaniline (234 g, 0.19 mol). The solidified reaction mixture was dissolved in chloroform, washed with an aqueous saturated sodium hydrogencarbonate solution and saturated brine, then dried over anhydrous sodium sulfate. The solvent was evaporated away under reduced pressure, and the residue was dried with a vacuum pump to obtain the entitled compound (31.7 g, 99%) as a pale red solid.